Dataset: the Open Reaction Database (ORD), a public repository of structured organic reaction records. Task: describe an organic reaction: reactants, conditions, products, and yield The solvent is O (water). Procedure: Sodium borohydride (0.11 g) was added to 1,2,3,4-tetrahydro-3-methyl-5-[(1-methylethyl)thio]-1-(2-methylpropyl)-2,4-dioxo-thieno[2,3-d]pyrimidine-6-carboxaldehyde (0.50 g) in ethanol (20 ml) and the mixture was stirred for 24 hours. The reaction was diluted with water (50 ml) and was then extracted with ethyl acetate (3×50 ml). The organic phases were washed with brine and then dried, filtered and evaporated to give the subtitle compound as a yellow solid (0.45 g). Run at time 24 hour. The product is N1(C=NC2=C1C=CC=C2)CC2=C(C1=C(N(C(N(C1=O)C)=O)CC(C)C)S2)SC(C)C (6-(1H-Benzimidazol-1-ylmethyl)-3-methyl-5-[(1-methylethyl)thio]-1-(2-methylpropyl)-thieno[2,3-d]pyrimidine-2,4(1H,3H)-dione). As a reaction SMILES: [BH4-].[Na+].[CH3:3][N:4]1[C:9](=[O:10])[C:8]2[C:11]([S:16][CH:17]([CH3:19])[CH3:18])=[C:12]([CH:14]=O)[S:13][C:7]=2[N:6]([CH2:20][CH:21]([CH3:23])[CH3:22])[C:5]1=[O:24].[CH2:25](O)[CH3:26]>O>[N:4]1([CH2:14][C:12]2[S:13][C:7]3[N:6]([CH2:20][CH:21]([CH3:23])[CH3:22])[C:5](=[O:24])[N:4]([CH3:3])[C:9](=[O:10])[C:8]=3[C:11]=2[S:16][CH:17]([CH3:19])[CH3:18])[C:9]2[CH:8]=[CH:11][CH:12]=[CH:25][C:26]=2[N:6]=[CH:5]1 |f:0.1|. The reactants are [BH4-].[Na+] (Sodium borohydride), CN1C(N(C2=C(C1=O)C(=C(S2)C=O)SC(C)C)CC(C)C)=O (1,2,3,4-tetrahydro-3-methyl-5-[(1-methylethyl)thio]-1-(2-methylpropyl)-2,4-dioxo-thieno[2,3-d]pyrimidine-6-carboxaldehyde), C(C)O (ethanol). Starting materials: CC(C)Sc1nnc(S)n1C, N#Cc1nccnc1Cl, [H-], [Na+], CN(C)C=O, c1ccccc1. The product is CC(C)Sc1nnc(Sc2nccnc2C#N)n1C. Reaction SMILES: [CH:1]([CH3:2])([CH3:3])[S:4][c:5]1[n:6]([CH3:11])[c:7]([SH:10])[n:8][n:9]1.[Cl:14][c:15]1[c:16]([C:21]#[N:22])[n:17][cH:18][cH:19][n:20]1.[H-:13].[Na+:12].[O:23]=[CH:24][N:25]([CH3:26])[CH3:27].[cH:28]1[cH:29][cH:30][cH:31][cH:32][cH:33]1>>[CH:1]([CH3:2])([CH3:3])[S:4][c:5]1[n:6]([CH3:11])[c:7]([S:10][c:15]2[c:16]([C:21]#[N:22])[n:17][cH:18][cH:19][n:20]2)[n:8][n:9]1. Starting materials: C1(=CC=CC=C1)C1=NOC(=C1C(F)(F)F)C(=O)F (3-phenyl-4-(trifluoromethyl)isoxazole-5-carbonyl fluoride), FC=1C=C(C(N)=NO)C=CC1CO (3-fluoro-N′-hydroxy-4-(hydroxymethyl)benzimidamide), CCN(C(C)C)C(C)C (Hunig's Base). Run in C(C)#N (acetonitrile), ClCCl (dichloromethane). Yields the product FC1=C(C=CC(=C1)C1=NOC(=N1)C1=C(C(=NO1)C1=CC=CC=C1)C(F)(F)F)CO ((2-fluoro-4-(5-(3-phenyl-4-(trifluoromethyl)isoxazol-5-yl)-1,2,4-oxadiazol-3-yl)phenyl)methanol). The yield is 50.1%. Reaction SMILES: [C:1]1([C:7]2[C:11]([C:12]([F:15])([F:14])[F:13])=[C:10]([C:16](F)=[O:17])[O:9][N:8]=2)[CH:6]=[CH:5][CH:4]=[CH:3][CH:2]=1.[F:19][C:20]1[CH:21]=[C:22]([CH:27]=[CH:28][C:29]=1[CH2:30][OH:31])[C:23](=[N:25]O)[NH2:24].CCN(C(C)C)C(C)C>C(#N)C.ClCCl>[F:19][C:20]1[CH:21]=[C:22]([C:23]2[N:25]=[C:16]([C:10]3[O:9][N:8]=[C:7]([C:1]4[CH:6]=[CH:5][CH:4]=[CH:3][CH:2]=4)[C:11]=3[C:12]([F:15])([F:14])[F:13])[O:17][N:24]=2)[CH:27]=[CH:28][C:29]=1[CH2:30][OH:31]. Procedure: A heterogeneous mixture of 3-phenyl-4-(trifluoromethyl)isoxazole-5-carbonyl fluoride (1-E, 0.973 g, 3.75 mmol), 3-fluoro-N′-hydroxy-4-(hydroxymethyl)benzimidamide (0.691 g, 3.75 mmol), and Hunig's Base (0.852 mL, 4.88 mmol) in acetonitrile (7 mL) was stirred at room temperature over the weekend. The reaction mixture was diluted with dichloromethane, washed with a saturated aqueous solution of sodium bicarbonate, and dried over anhydrous sodium sulfate. The dichloromethane was removed under reduc... The yield is 17.0%. The product is C(C=C)(=O)N (acrylamide), C=CC1=CC=CC=C1 (styrene), solids. Solvent: C(C)(C)(C)O (t-butanol). Starting materials: O (water), C=CC1=CC=CC=C1 (styrene), S(=O)(=O)([O-])OOS(=O)(=O)[O-].[NH4+].[NH4+] (ammonium persulfate). Procedure details: A copolymer of acrylamide (95.0 wt. %) and styrene (5.0 wt. %) is prepared according to a modification of the procedure of Example 1C using 0.5 wt. % n-C12SH, 0.2 wt. % ammonium persulfate and a solvent medium consisting of 75 wt. % deionized water and 25 wt. % t-butanol. The modification is that the styrene monomer is mixed into the chain transfer agent solution and fed into the reaction flask in that solution. Upon completion of the polymerization, the t-butanol is removed via a steam sparge t... Reaction SMILES: S(OOS([O-])(=O)=O)([O-])(=O)=O.[NH4+:11].[NH4+].[OH2:13].[CH2:14]=[CH:15][C:16]1[CH:21]=[CH:20][CH:19]=[CH:18][CH:17]=1>C(O)(C)(C)C>[C:16]([NH2:11])(=[O:13])[CH:15]=[CH2:14].[CH2:14]=[CH:15][C:16]1[CH:21]=[CH:20][CH:19]=[CH:18][CH:17]=1 |f:0.1.2|. Reactants: S(O)(O)(=O)=O (Sulfuric acid), CC=1NC=C(N1)C (2,4-dimethylimidazole), NC(=O)N (urea), [N+](=O)(O)[O-] (nitric acid). Run at temperature 200 celsius, time 10 minute. The product is CC=1NC(=C(N1)C)[N+](=O)[O-] (2,4-dimethyl-5-nitroimidazole). Isolated yield 67.5%. RXN SMILES: S(=O)(=O)(O)O.[CH3:6][C:7]1[NH:8][CH:9]=[C:10]([CH3:12])[N:11]=1.NC(N)=O.[N+:17]([O-])([OH:19])=[O:18]>>[CH3:6][C:7]1[NH:8][C:9]([N+:17]([O-:19])=[O:18])=[C:10]([CH3:12])[N:11]=1. Procedure details: Sulfuric acid (30 ml, 0.56 mole) was added dropwise to 2,4-dimethylimidazole (10 g, 0.104 mole), and urea (6.24 g, 0.104 mole), in a 1 l. flask cooled in ice. This was followed by the addition of fuming nitric acid (30 ml, 0.72 mole). When all had been added, the flask was heated at 200° C. for 1-2 minutes, whereupon a vigorous reaction ensued, necessitating the removal of the heat. When the reaction subsided, heating is continued for 10 minutes. The flask was then allowed to cool, and the react... The reactants are CC(c1ccc2c(c1)CCCC2NC(=O)OC(C)(C)C)N1CCCCC1, CCN=C=NCCCN(C)C, Cc1ccc(S(=O)(=O)N2C=CNC(=O)C2CC(=O)O)cc1, CN(C)C=O, On1nnc2ccccc21. The product is Cc1ccc(S(=O)(=O)N2C=CNC(=O)C2CC(=O)NC2CCCc3cc(C(C)N4CCCCC4)ccc32)cc1. As a reaction SMILES: [C:22]([O:23][C:24](=[O:25])[NH:28][CH:29]1[CH2:30][CH2:31][CH2:32][c:33]2[cH:34][c:35]([CH:39]([CH3:40])[N:41]3[CH2:42][CH2:43][CH2:44][CH2:45][CH2:46]3)[cH:36][cH:37][c:38]21)([CH3:26])([CH3:27])[CH3:47].[CH3:48][CH2:49][N:50]=[C:51]=[N:52][CH2:53][CH2:54][CH2:55][N:56]([CH3:57])[CH3:58].[O:1]=[C:2]1[CH:3]([CH2:18][C:19](=[O:20])[OH:21])[N:4]([S:8](=[O:9])(=[O:10])[c:11]2[cH:12][cH:13][c:14]([CH3:15])[cH:16][cH:17]2)[CH:5]=[CH:6][NH:7]1.[O:69]=[CH:70][N:71]([CH3:72])[CH3:73].[OH:59][n:60]1[c:61]2[c:62]([cH:63][cH:64][cH:65][cH:66]2)[n:67][n:68]1>>[O:1]=[C:2]1[CH:3]([CH2:18][C:19](=[O:20])[NH:28][CH:29]2[CH2:30][CH2:31][CH2:32][c:33]3[cH:34][c:35]([CH:39]([CH3:40])[N:41]4[CH2:42][CH2:43][CH2:44][CH2:45][CH2:46]4)[cH:36][cH:37][c:38]32)[N:4]([S:8](=[O:9])(=[O:10])[c:11]2[cH:12][cH:13][c:14]([CH3:15])[cH:16][cH:17]2)[CH:5]=[CH:6][NH:7]1. Reactants: OS(=O)(=O)O (H2SO4), C(Cl)Cl (CH2Cl2), O1C(CC=C1)=O (furanone), OC1=C(C(CCC1)=O)CC(C)=O (3-hydroxy-2-(2-oxopropyl)-2-cyclohexen-1-one), ice water. Solvent: C1CCOC1 (THF). Run at time 1 hour. Product: CC1=CC2=C(O1)CCC(C2=O)=C (6,7-Dihydro-2-methyl-5-methylenebenzo(b)furan-4(5H)-one). As a reaction SMILES: OS(O)(=O)=O.O[C:7]1[CH2:12][CH2:11][CH2:10][C:9](=[O:13])[C:8]=1[CH2:14][C:15](=[O:17])[CH3:16].[CH2:18](Cl)Cl.O1C=CCC1=O>C1COCC1>[CH3:16][C:15]1[O:17][C:7]2[CH2:12][CH2:11][C:10](=[CH2:18])[C:9](=[O:13])[C:8]=2[CH:14]=1. Procedure: To a solution of conc. H2SO4 (300 ml) cooled in an ice-bath was added a solution of 3-hydroxy-2-(2-oxopropyl)-2-cyclohexen-1-one (190 g in 300 ml CH2Cl2). Upon completion of addition, the mixture was stirred at ambient temperature for about 1 hour. The mixture was then slowly poured into 3 liters ice water, and then about 1 liter of CH2Cl2 was added. The layers are separated and the aqueous layer extracted thrice with CH2Cl2 and the combined CH2Cl2 layers again extracted thrice with water. The C...